From a dataset of the Open Reaction Database (ORD), a public repository of structured organic reaction records. describe an organic reaction: reactants, conditions, products, and yield Reaction conditions: time 15 hour. The reactants are FC1=CC(=C(C=C1)C1=CC(=NC=C1)NC1=CC(=CC=C1)[N+](=O)[O-])OC (4-(4-Fluoro-2-methoxyphenyl)-N-(3-nitrophenyl)pyridin-2-amine). Reagents/catalysts: [Pd] (Pd/C). Run in C1CCOC1.CO (THF MeOH). As a reaction SMILES: [F:1][C:2]1[CH:7]=[CH:6][C:5]([C:8]2[CH:13]=[CH:12][N:11]=[C:10]([NH:14][C:15]3[CH:20]=[CH:19][CH:18]=[C:17]([N+:21]([O-])=O)[CH:16]=3)[CH:9]=2)=[C:4]([O:24][CH3:25])[CH:3]=1>C1COCC1.CO.[Pd]>[F:1][C:2]1[CH:7]=[CH:6][C:5]([C:8]2[CH:13]=[CH:12][N:11]=[C:10]([NH:14][C:15]3[CH:20]=[CH:19][CH:18]=[C:17]([NH2:21])[CH:16]=3)[CH:9]=2)=[C:4]([O:24][CH3:25])[CH:3]=1 |f:1.2|. The product is FC1=CC(=C(C=C1)C1=CC(=NC=C1)NC1=CC(=CC=C1)N)OC (N1-(4-(4-Fluoro-2-methoxyphenyl)pyridin-2-yl)benzene-1,3-diamine), solid. Isolated yield 99.0%. Reported procedure: To a solution of C2 (98 mg, 0.29 mmol) in THF/MeOH 1:1 (20 mL) was added Pd/C (10% w/w, 46 mg). The reaction mixture was stirred under hydrogen atmosphere (1 atm) at RT for 15 hours. The suspension was filtered through a pad of Celite® and the solvent was removed in vacuo to leave the desired product I1 as a brown solid (89 mg, 99%). MS (ES) C18H16FN3O requires: 309. found: 310 (M+H)+. Starting materials: CS(=O)(=O)C=1C=C(C=CC1)C1=CC=C(C=C1)N1C(=NC(=C1)C(C)(C)O)C1=C(C=CC=C1)C(F)(F)F (2-[1-(3′-methanesulfonyl-biphenyl-4-yl)-2-(2-trifluoromethyl-phenyl)-1H-imidazol-4-yl]-propan-2-ol), BrN1C(CCC1=O)=O (N-bromosuccinimide). The solvent is CCOC(=O)C (EtOAc), CC#N (MeCN). Reaction conditions: time 2 hour. The product is BrC1=C(N=C(N1C1=CC=C(C=C1)C1=CC(=CC=C1)S(=O)(=O)C)C1=C(C=CC=C1)C(F)(F)F)C(C)(C)O (2-[5-bromo-1-(3′-methanesulfonyl-biphenyl-4-yl)-2-(2-trifluoromethyl-phenyl)-1H-imidazol-4-yl]-propan-2-ol). Isolated yield 86291.9%. Reaction SMILES: [CH3:1][S:2]([C:5]1[CH:6]=[C:7]([C:11]2[CH:16]=[CH:15][C:14]([N:17]3[CH:21]=[C:20]([C:22]([OH:25])([CH3:24])[CH3:23])[N:19]=[C:18]3[C:26]3[CH:31]=[CH:30][CH:29]=[CH:28][C:27]=3[C:32]([F:35])([F:34])[F:33])=[CH:13][CH:12]=2)[CH:8]=[CH:9][CH:10]=1)(=[O:4])=[O:3].[Br:36]N1C(=O)CCC1=O>CC#N.CCOC(C)=O>[Br:36][C:21]1[N:17]([C:14]2[CH:15]=[CH:16][C:11]([C:7]3[CH:8]=[CH:9][CH:10]=[C:5]([S:2]([CH3:1])(=[O:4])=[O:3])[CH:6]=3)=[CH:12][CH:13]=2)[C:18]([C:26]2[CH:31]=[CH:30][CH:29]=[CH:28][C:27]=2[C:32]([F:35])([F:34])[F:33])=[N:19][C:20]=1[C:22]([OH:25])([CH3:24])[CH3:23]. Procedure: To a solution of 2-[1-(3′-methanesulfonyl-biphenyl-4-yl)-2-(2-trifluoromethyl-phenyl)-1H-imidazol-4-yl]-propan-2-ol (100 mg, 0.20 mmol) in MeCN (2 mL, anhyd) was added N-bromosuccinimide (45 mg, 0.25 mmol). After 2 h, the reaction mixture was diluted with EtOAc, washed with saturated NaHCO3, water (3×10 mL) and brine, then dried (Na2SO4) and concentrated. The residue was purified by chromatography (silica), eluting with EtOAc/hexanes (65:40 to 95:5) to yield the title compound (100 g, 86%) as a ... The reactants are C(C1=CC=CC=C1)OC=1C=C(C=O)C=CC1OCC1=CC=CC=C1 (3,4-Dibenzyloxybenzaldehyde), [BH4-].[Na+] (Sodium borohydride). The solvent is CO (methanol). Conditions: temperature 0 celsius, time 1 hour. The product is C(C1=CC=CC=C1)OC=1C=C(CO)C=CC1OCC1=CC=CC=C1 (3,4-Dibenzyloxybenzyl alcohol). Yield: 97.5%. Reaction SMILES: [CH2:1]([O:8][C:9]1[CH:10]=[C:11]([CH:14]=[CH:15][C:16]=1[O:17][CH2:18][C:19]1[CH:24]=[CH:23][CH:22]=[CH:21][CH:20]=1)[CH:12]=[O:13])[C:2]1[CH:7]=[CH:6][CH:5]=[CH:4][CH:3]=1.[BH4-].[Na+]>CO>[CH2:1]([O:8][C:9]1[CH:10]=[C:11]([CH:14]=[CH:15][C:16]=1[O:17][CH2:18][C:19]1[CH:24]=[CH:23][CH:22]=[CH:21][CH:20]=1)[CH2:12][OH:13])[C:2]1[CH:3]=[CH:4][CH:5]=[CH:6][CH:7]=1 |f:1.2|. Procedure details: 3,4-Dibenzyloxybenzaldehyde (27) (22.0 mmol) was suspended in 100 mL of anhydrous methanol and cooled to 0° C. under argon. Sodium borohydride (33.0 mmol) was added in portions to the suspension and stirred for 1 h at the same temperature. The resulting solution was then stirred at room temperature overnight. The reaction mixture was evaporated to dryness and the residue was dissolved in ice-water and neutralized with HCl. The solution was then extracted with chloroform and the organic layer was... Reaction SMILES: [CH2:3]([C:4]#[CH:5])[O:6][c:7]1[c:8](-[c:12]2[cH:13][n:14][cH:15][cH:16][cH:17]2)[n:9][s:10][n:11]1.[CH3:18][C:19](=[O:20])[CH3:21].[CH3:1][I:2]>>[CH3:1][n+:14]1[cH:13][c:12](-[c:8]2[c:7]([O:6][CH2:3][C:4]#[CH:5])[n:11][s:10][n:9]2)[cH:17][cH:16][cH:15]1.[I-:2]. Product: C#CCOc1nsnc1-c1ccc[n+](C)c1, [I-]. Starting materials: C#CCOc1nsnc1-c1cccnc1, CC(C)=O, CI. The reactants are C(C)OC(=O)C1CCC(CC1)O (4-hydroxy-cyclohexanecarboxylic acid ethyl ester), C(Cl)Cl.C(Cl)(Cl)(Cl)Cl (CH2Cl2 CCl4), C1(=CC=CC=C1)P(C1=CC=CC=C1)C1=CC=CC=C1 (triphenylphosphine), N1C=NC=C1 (imidazole), II (iodine). Reaction conditions: time 8 hour. Yields the product C(C)OC(=O)C1CCC(CC1)I (4-Iodo-cyclohexanecarboxylic acid ethyl ester). As a reaction SMILES: [CH2:1]([O:3][C:4]([CH:6]1[CH2:11][CH2:10][CH:9](O)[CH2:8][CH2:7]1)=[O:5])[CH3:2].C(Cl)Cl.C(Cl)(Cl)(Cl)Cl.C1(P(C2C=CC=CC=2)C2C=CC=CC=2)C=CC=CC=1.N1C=CN=C1.[I:45]I>>[CH2:1]([O:3][C:4]([CH:6]1[CH2:11][CH2:10][CH:9]([I:45])[CH2:8][CH2:7]1)=[O:5])[CH3:2] |f:1.2|. Procedure details: To a cold (0° C.) stirred solution of 4-hydroxy-cyclohexanecarboxylic acid ethyl ester (1.0 g, 5.80 mmol) in 1:2 CH2Cl2/CCl4 (52 ml) is added triphenylphosphine (1.82 g, 6.96 mmol), imidazole (473 mg, 6.96 mmol), and iodine (1.79 g, 7.08 mmol). The reaction is allowed to warm to room temperature and stirred overnight. The reaction is quenched by the addition of saturated sodium thiosulphate (c.a. 50 ml) and stirred until the solution becomes clear. The layers are separated and the aqueous layer ... Starting materials: OC(CCC=1N=C(OC1C)C1=CC=CC=C1)C1=CC=C(C=C1)CCCC1C(NC(O1)=O)=O (5-[3-[4-[1-hydroxy-3-(5-methyl-2-phenyl-4-oxazolyl)propyl]phenyl]propyl]-2,4-oxazolidinedione), C(C)[SiH](CC)CC (triethylsilane), FC(C(=O)O)(F)F (trifluoroacetic acid), C(O)([O-])=O.[Na+] (sodium hydrogen carbonate). Run in O (water). Run at time 3 hour. Product: CC1=C(N=C(O1)C1=CC=CC=C1)CCCC1=CC=C(C=C1)CCCC1C(NC(O1)=O)=O (5-[3-[4-[3-(5-methyl-2-phenyl-4-oxazolyl)propyl]phenyl]propyl]-2,4-oxazolidinedione). Isolated yield 81.6%. RXN SMILES: O[CH:2]([C:17]1[CH:22]=[CH:21][C:20]([CH2:23][CH2:24][CH2:25][CH:26]2[O:30][C:29](=[O:31])[NH:28][C:27]2=[O:32])=[CH:19][CH:18]=1)[CH2:3][CH2:4][C:5]1[N:6]=[C:7]([C:11]2[CH:16]=[CH:15][CH:14]=[CH:13][CH:12]=2)[O:8][C:9]=1[CH3:10].C([SiH](CC)CC)C.FC(F)(F)C(O)=O.C(=O)([O-])O.[Na+]>O>[CH3:10][C:9]1[O:8][C:7]([C:11]2[CH:16]=[CH:15][CH:14]=[CH:13][CH:12]=2)=[N:6][C:5]=1[CH2:4][CH2:3][CH2:2][C:17]1[CH:22]=[CH:21][C:20]([CH2:23][CH2:24][CH2:25][CH:26]2[O:30][C:29](=[O:31])[NH:28][C:27]2=[O:32])=[CH:19][CH:18]=1 |f:3.4|. Procedure details: A mixture of 5-[3-[4-[1-hydroxy-3-(5-methyl-2-phenyl-4-oxazolyl)propyl]phenyl]propyl]-2,4-oxazolidinedione (0.14 g), triethylsilane [(C2H5)3SiH] (0.075 g) and trifluoroacetic acid (2 ml) was stirred at room temperature for 3 hours. The reaction mixture was poured over water, neutralized with an aqueous solution of sodium hydrogen carbonate and then extracted with ethyl acetate. The ethyl acetate layer was washed with water, dried (MgSO4) and then concentrated under reduced pressure; the residue ... The reactants are ClC=1C=CC(=C(C1)C(CC)=O)O (5'-chloro-2'-hydroxypropiophenone), Cl (HCl), COP(=O)(OC)CC1=CC=C(C(=O)Cl)C=C1 (4-[(dimethoxyphosphoryl)methyl]benzoyl chloride), [OH-].[K+] (potassium hydroxide). The solvent is N1=CC=CC=C1 (pyridine), O (water), ClCCl (dichloromethane), N1=CC=CC=C1 (pyridine). Run at temperature 50 celsius, time 10 hour. The product is ClC=1C=CC2=C(C(C(=C(O2)C2=CC=C(CP(OC)(OC)=O)C=C2)C)=O)C1 (dimethyl 4-(6-chloro-3-methyl-4H-1-benzopyran-4-on-2-yl)benzylphosphonate). As a reaction SMILES: [CH3:1][O:2][P:3]([CH2:7][C:8]1[CH:16]=[CH:15][C:11]([C:12](Cl)=[O:13])=[CH:10][CH:9]=1)([O:5][CH3:6])=[O:4].[Cl:17][C:18]1[CH:19]=[CH:20][C:21](O)=[C:22]([C:24](=[O:27])[CH2:25][CH3:26])[CH:23]=1.[OH-].[K+].Cl>ClCCl.N1C=CC=CC=1.O>[Cl:17][C:18]1[CH:19]=[CH:20][C:21]2[O:13][C:12]([C:11]3[CH:15]=[CH:16][C:8]([CH2:7][P:3](=[O:4])([O:5][CH3:6])[O:2][CH3:1])=[CH:9][CH:10]=3)=[C:25]([CH3:26])[C:24](=[O:27])[C:22]=2[CH:23]=1 |f:2.3|. Reported procedure: A 39.4 g quantity of 4-[(dimethoxyphosphoryl)methyl]benzoyl chloride was dissolved in 150 ml of dry dichloromethane. Then 150 ml of a pyridine solution containing 27.7 g of 5'-chloro-2'-hydroxypropiophenone was slowly added dropwise to the reaction mixture with stirring under ice-cooling, and the stirring was continued at room temperature for 10 hours. After addition of 150 ml of water, the reaction mixture was extracted with chloroform. The chloroform layer was washed serially with 300 ml of a ... Reactants: ClC=1C(=NC=C(C(=O)O)C1)N1CCC(CC1)N1C([C@H](CC1)NC1=C(C=C(C=C1)S(=O)(=O)C)F)=O ((S)-5-chloro-6-(4-(3-(2-fluoro-4-(methylsulfonyl)phenylamino)-2-oxopyrrolidin-1-yl)piperidin-1-yl)nicotinic acid), S(=O)(Cl)Cl (sulfurous dichloride). Reagents/catalysts: CN(C)C=O (DMF). Run in C(Cl)Cl (DCM). Run at time 3 hour. Product: ClC=1C(=NC=C(C(=O)Cl)C1)N1CCC(CC1)N1C([C@H](CC1)NC1=C(C=C(C=C1)S(=O)(=O)C)F)=O ((S)-5-chloro-6-(4-(3-(2-fluoro-4-(methylsulfonyl)phenylamino)-2-oxopyrrolidin-1-yl)piperidin-1-yl)nicotinoyl chloride). The yield is 203.8%. RXN SMILES: [Cl:1][C:2]1[C:3]([N:11]2[CH2:16][CH2:15][CH:14]([N:17]3[CH2:21][CH2:20][C@H:19]([NH:22][C:23]4[CH:28]=[CH:27][C:26]([S:29]([CH3:32])(=[O:31])=[O:30])=[CH:25][C:24]=4[F:33])[C:18]3=[O:34])[CH2:13][CH2:12]2)=[N:4][CH:5]=[C:6]([CH:10]=1)[C:7](O)=[O:8].S(Cl)([Cl:37])=O>C(Cl)Cl.CN(C=O)C>[Cl:1][C:2]1[C:3]([N:11]2[CH2:16][CH2:15][CH:14]([N:17]3[CH2:21][CH2:20][C@H:19]([NH:22][C:23]4[CH:28]=[CH:27][C:26]([S:29]([CH3:32])(=[O:31])=[O:30])=[CH:25][C:24]=4[F:33])[C:18]3=[O:34])[CH2:13][CH2:12]2)=[N:4][CH:5]=[C:6]([CH:10]=1)[C:7]([Cl:37])=[O:8]. Procedure details: To a solution of (S)-5-chloro-6-(4-(3-(2-fluoro-4-(methylsulfonyl)phenylamino)-2-oxopyrrolidin-1-yl)piperidin-1-yl)nicotinic acid (0.40 g, 0.38 mmol) in DCM (20 mL) was added sulfurous dichloride (0.28 g, 2.3 mmol) and DMF (1 drop) and the reaction was stirred at ambient temperature for 3 hours. The reaction was concentrated under vacuum to give (S)-5-chloro-6-(4-(3-(2-fluoro-4-(methylsulfonyl)phenylamino)-2-oxopyrrolidin-1-yl)piperidin-1-yl)nicotinoyl chloride (0.41 g, 100%). The material was u...